Dataset: the Open Reaction Database (ORD), a public repository of structured organic reaction records. Task: describe an organic reaction: reactants, conditions, products, and yield Reactants: CCOC(=O)CNCCC=C(c1ccccc1)c1ccccc1, CCO. The product is CCOC(=O)CNCCCC(c1ccccc1)c1ccccc1. RXN SMILES: [CH2:1]([CH3:2])[O:3][C:4]([CH2:5][NH:6][CH2:7][CH2:8][CH:9]=[C:10]([c:11]1[cH:12][cH:13][cH:14][cH:15][cH:16]1)[c:17]1[cH:18][cH:19][cH:20][cH:21][cH:22]1)=[O:23].[CH3:24][CH2:25][OH:26]>>[CH2:1]([CH3:2])[O:3][C:4]([CH2:5][NH:6][CH2:7][CH2:8][CH2:9][CH:10]([c:11]1[cH:12][cH:13][cH:14][cH:15][cH:16]1)[c:17]1[cH:18][cH:19][cH:20][cH:21][cH:22]1)=[O:23]. Starting materials: FC(F)(F)c1cc(CBr)cc(C(F)(F)F)c1, [H-], CC1NC(=O)OC1c1cc(C(F)(F)F)ccc1I, [Na+]. RXN SMILES: [F:21][C:22]([c:23]1[cH:24][c:25]([CH2:26][Br:27])[cH:28][c:29]([C:31]([F:32])([F:33])[F:34])[cH:30]1)([F:35])[F:36].[H-:19].[I:1][c:2]1[c:3]([CH:12]2[CH:13]([CH3:18])[NH:14][C:15](=[O:17])[O:16]2)[cH:4][c:5]([C:8]([F:9])([F:10])[F:11])[cH:6][cH:7]1.[Na+:20]>>[I:1][c:2]1[c:3]([CH:12]2[CH:13]([CH3:18])[N:14]([CH2:26][c:25]3[cH:24][c:23]([C:22]([F:21])([F:35])[F:36])[cH:30][c:29]([C:31]([F:32])([F:33])[F:34])[cH:28]3)[C:15](=[O:17])[O:16]2)[cH:4][c:5]([C:8]([F:9])([F:10])[F:11])[cH:6][cH:7]1. The product is CC1C(c2cc(C(F)(F)F)ccc2I)OC(=O)N1Cc1cc(C(F)(F)F)cc(C(F)(F)F)c1.